describe an organic reaction: reactants, conditions, products, and yield From a dataset of the Open Reaction Database (ORD), a public repository of structured organic reaction records. The reactants are N(=O)[O-].[Na+] (sodium nitrite), C(CCCCCC)C1=CC=C(N)C=C1 (4-heptylaniline), Cl (hydrochloric acid), [OH-].[Na+] (NaOH), C1(=CC=CC=C1)O (phenol), Cl (hydrochloric acid). Solvent: O (water). Reaction conditions: time 30 minute. Yields the product OC1=CC=C(C=C1)N=NC1=CC=C(C=C1)CCCCCCC (4-hydroxy-4'-heptylazobenzene). The yield is 68.9%. Reaction SMILES: [CH2:1]([C:8]1[CH:14]=[CH:13][C:11]([NH2:12])=[CH:10][CH:9]=1)[CH2:2][CH2:3][CH2:4][CH2:5][CH2:6][CH3:7].Cl.[N:16]([O-])=O.[Na+].[OH-].[Na+].[C:22]1([OH:28])[CH:27]=[CH:26][CH:25]=[CH:24][CH:23]=1>O>[OH:28][C:22]1[CH:27]=[CH:26][C:25]([N:16]=[N:12][C:11]2[CH:10]=[CH:9][C:8]([CH2:1][CH2:2][CH2:3][CH2:4][CH2:5][CH2:6][CH3:7])=[CH:14][CH:13]=2)=[CH:24][CH:23]=1 |f:2.3,4.5|. Reported procedure: 32.9 g (0.17M) of 4-heptylaniline was cooled below 0° C. and 85 g of 10% aqueous hydrochloric acid solution was added thereto. To the mixture was then added dropwise an aqueous solution of 12.1 g of sodium nitrite in 70 ml of water while cooling the mixture so as not to exceed 0° C. After the dropwise addition, the reaction was continued for 30 minutes. The reaction mixture was transferred into a dropping funnel and added dropwise therefrom into 300 ml of an 8%-NaOH aqueous solution containing 1... Starting materials: ClC=1C=CC(=C(C1)C1=NC=C(C(=N1)N)C)F (2-(5-chloro-2-fluorophenyl)-5-methylpyrimidin-4-amine), CC(C)(C)[O-].[Na+] (sodium 2-methylpropan-2-olate), C1=CC=C(C=C1)P(C2=CC=CC=C2)C3=C(C4=CC=CC=C4C=C3)C5=C(C=CC6=CC=CC=C65)P(C7=CC=CC=C7)C8=CC=CC=C8 ((R)-BINAP), IC=1C=2C(N=CC1)=CN(N2)CC2=CC=C(C=C2)OC (7-Iodo-2-(4-methoxybenzyl)-2H-pyrazolo[4,3-b]pyridine). The reagents and catalysts are C(C)(=O)O[Pd]OC(C)=O (diacetoxypalladium). The solvent is C1(=CC=CC=C1)C (toluene), C1(=CC=CC=C1)C (toluene). Run at temperature 40 celsius, time 10 minute. Product: ClC=1C=CC(=C(C1)C1=NC=C(C(=N1)NC1=C2C(=NC=C1)C=NN2CC2=CC=C(C=C2)OC)C)F (N-(2-(5-chloro-2-fluorophenyl)-5-methylpyrimidin-4-yl)-1-(4-methoxybenzyl)-1H-pyrazolo[4,3-b]pyridin-7-amine), ClC=1C=CC(=C(C1)C1=NC=C(C(=N1)NC=1C=2C(N=CC1)=CN(N2)CC2=CC=C(C=C2)OC)C)F (N-(2-(5-chloro-2-fluorophenyl)-5-methylpyrimidin-4-yl)-2-(4-methoxybenzyl)-2H-pyrazolo[4,3-b]pyridin-7-amine). Reaction SMILES: C1C=CC(P(C2C=CC3C(=CC=CC=3)C=2C2C3C(=CC=CC=3)C=CC=2P(C2C=CC=CC=2)C2C=CC=CC=2)C2C=CC=CC=2)=CC=1.I[C:48]1[C:49]2[C:50](=[CH:54][N:55]([CH2:57][C:58]3[CH:63]=[CH:62][C:61]([O:64][CH3:65])=[CH:60][CH:59]=3)[N:56]=2)[N:51]=[CH:52][CH:53]=1.[Cl:66][C:67]1[CH:68]=[CH:69][C:70]([F:81])=[C:71]([C:73]2[N:78]=[C:77]([NH2:79])[C:76]([CH3:80])=[CH:75][N:74]=2)[CH:72]=1.CC([O-])(C)C.[Na+]>C1(C)C=CC=CC=1.C(O[Pd]OC(=O)C)(=O)C>[Cl:66][C:67]1[CH:68]=[CH:69][C:70]([F:81])=[C:71]([C:73]2[N:78]=[C:77]([NH:79][C:48]3[CH:53]=[CH:52][N:51]=[C:50]4[CH:49]=[N:56][N:55]([CH2:57][C:58]5[CH:59]=[CH:60][C:61]([O:64][CH3:65])=[CH:62][CH:63]=5)[C:54]=34)[C:76]([CH3:80])=[CH:75][N:74]=2)[CH:72]=1.[Cl:66][C:67]1[CH:68]=[CH:69][C:70]([F:81])=[C:71]([C:73]2[N:78]=[C:77]([NH:79][C:48]3[C:49]4[C:50](=[CH:54][N:55]([CH2:57][C:58]5[CH:63]=[CH:62][C:61]([O:64][CH3:65])=[CH:60][CH:59]=5)[N:56]=4)[N:51]=[CH:52][CH:53]=3)[C:76]([CH3:80])=[CH:75][N:74]=2)[CH:72]=1 |f:3.4|. Reported procedure: (R)-BINAP (1.102 g, 1.770 mmol), diacetoxypalladium (0.092 g, 0.411 mmol) and toluene (30 mL) were combined and stirred at 40° C. for 10 minutes. 7-Iodo-2-(4-methoxybenzyl)-2H-pyrazolo[4,3-b]pyridine (1.500 g, 4.11 mmol) suspended in toluene (8 mL), 2-(5-chloro-2-fluorophenyl)-5-methylpyrimidin-4-amine (0.976 g, 4.11 mmol) and sodium 2-methylpropan-2-olate (0.592 g, 6.16 mmol) were added. The mixture was sparged with nitrogen and heated at 100° C. overnight. The reaction was then cooled, MeOH (5... The reactants are COc1ccc2ccc(S(=O)(=O)Cl)cc2c1, ClCCl, Cl, NC1CCN(Cc2cccc3nc(Cl)ccc23)C1=O. Product: COc1ccc2ccc(S(=O)(=O)NC3CCN(Cc4cccc5nc(Cl)ccc45)C3=O)cc2c1. Reaction SMILES: [CH3:21][O:22][c:23]1[cH:24][cH:25][c:26]2[cH:27][cH:28][c:29]([S:33](=[O:34])(=[O:35])[Cl:36])[cH:30][c:31]2[cH:32]1.[Cl:37][CH2:38][Cl:39].[ClH:1].[NH2:2][CH:3]1[C:4](=[O:20])[N:5]([CH2:8][c:9]2[c:10]3[cH:11][cH:12][c:13]([Cl:19])[n:14][c:15]3[cH:16][cH:17][cH:18]2)[CH2:6][CH2:7]1>>[NH:2]([CH:3]1[C:4](=[O:20])[N:5]([CH2:8][c:9]2[c:10]3[cH:11][cH:12][c:13]([Cl:19])[n:14][c:15]3[cH:16][cH:17][cH:18]2)[CH2:6][CH2:7]1)[S:33]([c:29]1[cH:28][cH:27][c:26]2[cH:25][cH:24][c:23]([O:22][CH3:21])[cH:32][c:31]2[cH:30]1)(=[O:34])=[O:35]. Starting materials: N=1N=CN(C1)C=1C=C(C(=O)OC)C=CC1 (methyl 3-[1,2,4]triazol-4-yl-benzoate), C(C)(=O)OC(C)(C)C.[Li] (lithium tert.-butyl acetate). The product is C(C)(C)(C)OC(CC(C1=CC(=CC=C1)N1C=NN=C1)=O)=O (3-Oxo-3-(3-[1,2,4]triazol-4-yl-phenyl)-propionic acid tert.-butyl ester). As a reaction SMILES: [N:1]1[N:2]=[CH:3][N:4]([C:6]2[CH:7]=[C:8]([CH:13]=[CH:14][CH:15]=2)[C:9]([O:11]C)=O)[CH:5]=1.[C:16]([O:19][C:20]([CH3:23])([CH3:22])[CH3:21])(=[O:18])[CH3:17].[Li]>>[C:20]([O:19][C:16](=[O:18])[CH2:17][C:9](=[O:11])[C:8]1[CH:13]=[CH:14][CH:15]=[C:6]([N:4]2[CH:5]=[N:1][N:2]=[CH:3]2)[CH:7]=1)([CH3:23])([CH3:22])[CH3:21] |f:1.2,^1:23|. Procedure details: Prepared from methyl 3-[1,2,4]triazol-4-yl-benzoate [prepared by reaction of 3-aminobenzoic acid with hydrazine hydrate and triethyl orthoformate in acetic acid at 120° C., followed by esterification with conc. H2SO4 in refluxing MeOH] by treatment with lithium tert.-butyl acetate according to general procedure H (method b). Obtained as a light yellow gum (870 mg). Reported procedure: The title compound was prepared using conditions analogous to those used to make Example 6 5-(2-fluoro-4-(4,4,5,5-tetramethyl-1,3,2-dioxaborolan-2-yl)phenyl)pyrimidin-2-amine and 1-((2-bromophenyl)sulfonyl)-N-methylazetidine-3-carboxamide. MS (ESI): mass calcd. for C21H20FN5O3S, 441.13; m/z found, 441.9 [M+H]+. 1H NMR (500 MHz, DMSO-δ6) δ 8.52 (s, 2H), 8.02 (d, J=7.9, 1H), 7.84 (d, J=4.8, 1H), 7.79-7.72 (m, 1H), 7.69-7.63 (m, 1H), 7.61-7.55 (m, 1H), 7.45 (d, J=7.5, 1H), 7.33 (d, J=11.7, 1H), 7.2... Starting materials: FC1=C(C=CC(=C1)B1OC(C(O1)(C)C)(C)C)C=1C=NC(=NC1)N (5-(2-fluoro-4-(4,4,5,5-tetramethyl-1,3,2-dioxaborolan-2-yl)phenyl)pyrimidin-2-amine), BrC1=C(C=CC=C1)S(=O)(=O)N1CC(C1)C(=O)NC (1-((2-bromophenyl)sulfonyl)-N-methylazetidine-3-carboxamide). The product is NC1=NC=C(C=N1)C1=C(C=C(C=C1)C1=C(C=CC=C1)S(=O)(=O)N1CC(C1)C(=O)NC)F (1-{[4′-(2-Aminopyrimidin-5-yl)-3′-fluorobiphenyl-2-yl]sulfonyl}-N-methylazetidine-3-carboxamide). Reaction SMILES: [F:1][C:2]1[CH:7]=[C:6](B2OC(C)(C)C(C)(C)O2)[CH:5]=[CH:4][C:3]=1[C:17]1[CH:18]=[N:19][C:20]([NH2:23])=[N:21][CH:22]=1.Br[C:25]1[CH:30]=[CH:29][CH:28]=[CH:27][C:26]=1[S:31]([N:34]1[CH2:37][CH:36]([C:38]([NH:40][CH3:41])=[O:39])[CH2:35]1)(=[O:33])=[O:32]>>[NH2:23][C:20]1[N:21]=[CH:22][C:17]([C:3]2[CH:4]=[CH:5][C:6]([C:25]3[CH:30]=[CH:29][CH:28]=[CH:27][C:26]=3[S:31]([N:34]3[CH2:35][CH:36]([C:38]([NH:40][CH3:41])=[O:39])[CH2:37]3)(=[O:33])=[O:32])=[CH:7][C:2]=2[F:1])=[CH:18][N:19]=1.